This data is from the Open Reaction Database (ORD), a public repository of structured organic reaction records. The task is: describe an organic reaction: reactants, conditions, products, and yield Starting materials: CN(C)C(CCCC1=CC=C(C=C1)Cl)C (N,N-dimethyl-1-methyl-4-(4-chlorophenyl)butylamine), amine, Cl (hydrogen chloride). The product is [Cl-].C[NH+](C)C(CCCC1=CC=C(C=C1)Cl)C (N,N-dimethyl-1-methyl-4-(4-chlorophenyl)butylaminium chloride). RXN SMILES: [CH3:1][N:2]([CH:4]([CH3:15])[CH2:5][CH2:6][CH2:7][C:8]1[CH:13]=[CH:12][C:11]([Cl:14])=[CH:10][CH:9]=1)[CH3:3].Cl>>[Cl-:14].[CH3:1][NH+:2]([CH:4]([CH3:15])[CH2:5][CH2:6][CH2:7][C:8]1[CH:9]=[CH:10][C:11]([Cl:14])=[CH:12][CH:13]=1)[CH3:3] |f:2.3|. Reported procedure: 7.6 Grams of 1-methyl-4-(4-chlorophenyl)butylamine was reacted with 9.9 ml. of ninety percent formic acid and 9.5 ml. of thirty-seven percent aqueous formaldehyde to provide 7.05 g. of N,N-dimethyl-1-methyl-4-(4-chlorophenyl)butylamine. The free amine was reacted with hydrogen chloride to form N,N-dimethyl-1-methyl-4-(4-chlorophenyl)butylaminium chloride. M.P. 109°-111° C. Reactants: C(C)N1C=C(C(C2=CC(=C(C=C12)Cl)Br)=O)C(=O)O (1-ethyl-6-bromo-7-chloro-1,4-dihydro-4-oxoquinoline-3-carboxylic acid), CN1CCNCC1 (N-methylpiperazine). The solvent is N1=CC=CC=C1 (pyridine). Product: C(C)N1C=C(C(C2=CC(=C(C=C12)N1CCN(CC1)C)Br)=O)C(=O)O (1-ethyl-6-bromo-1,4-dihydro-7-(4-methyl-1-piperazinyl)-4-oxoquinoline-3-carboxylic acid). The yield is 73.7%. RXN SMILES: [CH2:1]([N:3]1[C:12]2[C:7](=[CH:8][C:9]([Br:14])=[C:10](Cl)[CH:11]=2)[C:6](=[O:15])[C:5]([C:16]([OH:18])=[O:17])=[CH:4]1)[CH3:2].[CH3:19][N:20]1[CH2:25][CH2:24][NH:23][CH2:22][CH2:21]1>N1C=CC=CC=1>[CH2:1]([N:3]1[C:12]2[C:7](=[CH:8][C:9]([Br:14])=[C:10]([N:23]3[CH2:24][CH2:25][N:20]([CH3:19])[CH2:21][CH2:22]3)[CH:11]=2)[C:6](=[O:15])[C:5]([C:16]([OH:18])=[O:17])=[CH:4]1)[CH3:2]. Reported procedure: A mixture of 1-ethyl-6-bromo-7-chloro-1,4-dihydro-4-oxoquinoline-3-carboxylic acid 1.65 g, N-methylpiperazine 2.5 g and pyridine 2 ml was refluxed for 12 hours by heating. The reaction mixture was evaporated under vacuum. The residue was dissolved in an aqueous solution of acetic acid to separate insoluble matters by filtration and neutralized with an aqueous solution of NaOH. The precipitated crystals were collected by filtration and dried. Recrystallizing the precipitates from a mixed solvent ...